Dataset: the Open Reaction Database (ORD), a public repository of structured organic reaction records. Task: describe an organic reaction: reactants, conditions, products, and yield Starting materials: O=C([O-])[O-], CC1(C)OB(c2cnc(N)nc2)OC1(C)C, CC#N, CN(C1CCN(Cc2cc3nc(Cl)nc(N4CCOCC4)c3s2)CC1)S(C)(=O)=O, Cl, [Na+], [Na+], Cl[Pd]Cl, c1ccc(P(c2ccccc2)c2ccccc2)cc1, c1ccc(P(c2ccccc2)c2ccccc2)cc1. Yields the product CN(C1CCN(Cc2cc3nc(-c4cnc(N)nc4)nc(N4CCOCC4)c3s2)CC1)S(C)(=O)=O. RXN SMILES: [C:46](=[O:47])([O-:48])[O-:49].[CH3:30][C:31]1([CH3:32])[C:33]([CH3:34])([CH3:35])[O:36][B:37]([c:38]2[cH:39][n:40][c:41]([NH2:44])[n:42][cH:43]2)[O:45]1.[CH3:53][C:54]#[N:55].[Cl:1][c:2]1[n:3][c:4]([N:24]2[CH2:25][CH2:26][O:27][CH2:28][CH2:29]2)[c:5]2[c:6]([n:7]1)[cH:8][c:9]([CH2:11][N:12]1[CH2:13][CH2:14][CH:15]([N:18]([S:19](=[O:20])(=[O:21])[CH3:22])[CH3:23])[CH2:16][CH2:17]1)[s:10]2.[ClH:52].[Na+:50].[Na+:51].[Pd:56]([Cl:57])[Cl:58].[c:59]1([P:60]([c:61]2[cH:62][cH:63][cH:64][cH:65][cH:66]2)[c:67]2[cH:68][cH:69][cH:70][cH:71][cH:72]2)[cH:73][cH:74][cH:75][cH:76][cH:77]1.[c:78]1([P:79]([c:80]2[cH:81][cH:82][cH:83][cH:84][cH:85]2)[c:86]2[cH:87][cH:88][cH:89][cH:90][cH:91]2)[cH:92][cH:93][cH:94][cH:95][cH:96]1>>[c:2]1(-[c:38]2[cH:39][n:40][c:41]([NH2:44])[n:42][cH:43]2)[n:3][c:4]([N:24]2[CH2:25][CH2:26][O:27][CH2:28][CH2:29]2)[c:5]2[c:6]([n:7]1)[cH:8][c:9]([CH2:11][N:12]1[CH2:13][CH2:14][CH:15]([N:18]([S:19](=[O:20])(=[O:21])[CH3:22])[CH3:23])[CH2:16][CH2:17]1)[s:10]2. Starting materials: COc1cc(NS(=O)(=O)N2CCN(C(=O)OC(C)(C)C)CC2)nc(SCc2cccc(Cl)c2F)n1, ClCCl, O=C(O)C(F)(F)F. The product is COc1cc(NS(=O)(=O)N2CCNCC2)nc(SCc2cccc(Cl)c2F)n1. As a reaction SMILES: [Cl:1][c:2]1[c:3]([F:35])[c:4]([CH2:5][S:6][c:7]2[n:8][c:9]([O:30][CH3:31])[cH:10][c:11]([NH:13][S:14](=[O:15])(=[O:16])[N:17]3[CH2:18][CH2:19][N:20]([C:23]([O:24][C:25]([CH3:26])([CH3:27])[CH3:28])=[O:29])[CH2:21][CH2:22]3)[n:12]2)[cH:32][cH:33][cH:34]1.[Cl:43][CH2:44][Cl:45].[OH:36][C:37]([C:38]([F:39])([F:40])[F:41])=[O:42]>>[Cl:1][c:2]1[c:3]([F:35])[c:4]([CH2:5][S:6][c:7]2[n:8][c:9]([O:30][CH3:31])[cH:10][c:11]([NH:13][S:14](=[O:15])(=[O:16])[N:17]3[CH2:18][CH2:19][NH:20][CH2:21][CH2:22]3)[n:12]2)[cH:32][cH:33][cH:34]1. Reactants: [OH-].[Na+] (sodium hydroxide), C=O (formalin), BrC=1N=C(NC1)CC (4-Bromo-2-ethylimidazole). The solvent is C(C)O (ethanol). Conditions: time 15 hour. The product is BrC=1N=C(NC1CO)CC (4-bromo-2-ethyl-5-(hydroxymethyl)imidazole). RXN SMILES: [Br:1][C:2]1[N:3]=[C:4]([CH2:7][CH3:8])[NH:5][CH:6]=1.[OH-:9].[Na+].[CH2:11]=O>C(O)C>[Br:1][C:2]1[N:3]=[C:4]([CH2:7][CH3:8])[NH:5][C:6]=1[CH2:11][OH:9] |f:1.2|. Reported procedure: 4-Bromo-2-ethylimidazole (24.4 g) was dissolved in ethanol (244 ml), and 1N aqueous sodium hydroxide solution (105 ml) and 37% formalin (15.6 ml) were added. The mixture was stirred at room temperature for 15 hr. The reaction mixture was neutralized under ice-cooling and concentrated to dryness under reduced pressure. The residue was extracted with chloroform-methanol (4/1) and insoluble matter was filtered off. The residue was concentrated to dryness under reduced pressure. The residue was puri... The reactants are O=C([O-])[O-], C1COCCN1, CN(C)C=O, COc1cc2c(Oc3cc(C)c(C)cc3C(C)=O)ccnc2cc1OCCCCl, [K+], [K+], O. The product is COc1cc2c(Oc3cc(C)c(C)cc3C(C)=O)ccnc2cc1OCCCN1CCOCC1. As a reaction SMILES: [C:36](=[O:37])([O-:38])[O-:39].[CH2:30]1[CH2:31][O:32][CH2:33][CH2:34][NH:35]1.[CH3:43][N:44]([CH3:45])[CH:46]=[O:47].[Cl:1][CH2:2][CH2:3][CH2:4][O:5][c:6]1[c:7]([O:28][CH3:29])[cH:8][c:9]2[c:10]([O:16][c:17]3[c:18]([C:25]([CH3:26])=[O:27])[cH:19][c:20]([CH3:24])[c:21]([CH3:23])[cH:22]3)[cH:11][cH:12][n:13][c:14]2[cH:15]1.[K+:40].[K+:41].[OH2:42]>>[CH2:2]([CH2:3][CH2:4][O:5][c:6]1[c:7]([O:28][CH3:29])[cH:8][c:9]2[c:10]([O:16][c:17]3[c:18]([C:25]([CH3:26])=[O:27])[cH:19][c:20]([CH3:24])[c:21]([CH3:23])[cH:22]3)[cH:11][cH:12][n:13][c:14]2[cH:15]1)[N:35]1[CH2:30][CH2:31][O:32][CH2:33][CH2:34]1.